This data is from the Open Reaction Database (ORD), a public repository of structured organic reaction records. The task is: describe an organic reaction: reactants, conditions, products, and yield The reactants are Cc1ccc(Br)nc1, CC(=O)N1c2ccc(-n3cnc(C)c3)cc2C(N)CC1C, CCOCC, CC(C)(C)[O-], Cc1ccccc1, CCOC(C)=O, CN(C)c1ccccc1-c1ccccc1P(C1CCCCC1)C1CCCCC1, Cl, Cl, Cl, [Na+], O=C(C=Cc1ccccc1)C=Cc1ccccc1, O=C(C=Cc1ccccc1)C=Cc1ccccc1, O=C(C=Cc1ccccc1)C=Cc1ccccc1, [Pd], [Pd]. The product is CC(=O)N1c2ccc(-n3cnc(C)c3)cc2C(Nc2ccc(C)cn2)CC1C, Cl. Reaction SMILES: [Br:30][c:31]1[n:32][cH:33][c:34]([CH3:37])[cH:35][cH:36]1.[C:3]([CH3:4])(=[O:5])[N:6]1[CH:7]([CH3:23])[CH2:8][CH:9]([NH2:22])[c:10]2[cH:11][c:12](-[n:16]3[cH:17][n:18][c:19]([CH3:21])[cH:20]3)[cH:13][cH:14][c:15]21.[CH3:136][CH2:137][O:138][CH2:139][CH3:140].[CH3:24][C:25]([CH3:26])([O-:27])[CH3:28].[CH3:67][c:68]1[cH:69][cH:70][cH:71][cH:72][cH:73]1.[CH3:74][CH2:75][O:76][C:77]([CH3:78])=[O:79].[CH:38]1([P:39]([CH:40]2[CH2:41][CH2:42][CH2:43][CH2:44][CH2:45]2)[c:46]2[cH:47][cH:48][cH:49][cH:50][c:51]2-[c:52]2[c:53]([N:54]([CH3:55])[CH3:56])[cH:57][cH:58][cH:59][cH:60]2)[CH2:61][CH2:62][CH2:63][CH2:64][CH2:65]1.[ClH:1].[ClH:2].[ClH:66].[Na+:29].[O:100]=[C:101]([CH:102]=[CH:103][c:104]1[cH:105][cH:106][cH:107][cH:108][cH:109]1)[CH:110]=[CH:111][c:112]1[cH:113][cH:114][cH:115][cH:116][cH:117]1.[O:118]=[C:119]([CH:120]=[CH:121][c:122]1[cH:123][cH:124][cH:125][cH:126][cH:127]1)[CH:128]=[CH:129][c:130]1[cH:131][cH:132][cH:133][cH:134][cH:135]1.[O:82]=[C:83]([CH:84]=[CH:85][c:86]1[cH:87][cH:88][cH:89][cH:90][cH:91]1)[CH:92]=[CH:93][c:94]1[cH:95][cH:96][cH:97][cH:98][cH:99]1.[Pd:80].[Pd:81]>>[C:3]([CH3:4])(=[O:5])[N:6]1[CH:7]([CH3:23])[CH2:8][CH:9]([NH:22][c:31]2[n:32][cH:33][c:34]([CH3:37])[cH:35][cH:36]2)[c:10]2[cH:11][c:12](-[n:16]3[cH:17][n:18][c:19]([CH3:21])[cH:20]3)[cH:13][cH:14][c:15]21.[ClH:1]. Reactants: [NH4+].[OH-] (NH4OH), [Cr](=O)(=O)([O-])O[Cr](=O)(=O)[O-].[K+].[K+] (potassium dichromate), C1(=CC=CC=C1)C1=CC=C(C=2NC(=NC21)C(C)O)C2=CC=CC=C2 (1-(4,7-diphenyl-1H-benzimidazol-2-yl)ethanol). The solvent is OS(=O)(=O)O (H2SO4), OS(=O)(=O)O (H2SO4). Run at temperature 90 celsius, time 10 hour. Product: C1(=CC=CC=C1)C1=CC=C(C=2NC(=NC21)C(C)=O)C2=CC=CC=C2 (1-(4,7-Diphenyl-1H-benzimidazol-2-yl)ethanone). Reaction SMILES: [Cr](O[Cr]([O-])(=O)=O)([O-])(=O)=O.[K+].[K+].[C:12]1([C:18]2[C:26]3[N:25]=[C:24]([CH:27]([OH:29])[CH3:28])[NH:23][C:22]=3[C:21]([C:30]3[CH:35]=[CH:34][CH:33]=[CH:32][CH:31]=3)=[CH:20][CH:19]=2)[CH:17]=[CH:16][CH:15]=[CH:14][CH:13]=1.[NH4+].[OH-]>OS(O)(=O)=O>[C:12]1([C:18]2[C:26]3[N:25]=[C:24]([C:27](=[O:29])[CH3:28])[NH:23][C:22]=3[C:21]([C:30]3[CH:31]=[CH:32][CH:33]=[CH:34][CH:35]=3)=[CH:20][CH:19]=2)[CH:13]=[CH:14][CH:15]=[CH:16][CH:17]=1 |f:0.1.2,4.5|. Procedure details: A solution of 1.38 g (4.7 mmol) potassium dichromate in 8.5 ml 40% H2SO4 was added dropwise to a stirred suspension of 1.10 g (3.5 mmol) 1-(4,7-diphenyl-1H-benzimidazol-2-yl)ethanol in 15 ml 5% H2SO4. The slurry was stirred at 90° C. for 10 hours, cooled to room temperature and treated with 7 ml conc. NH4OH. The residue was filtered, washed with water (5×10 ml) and extracted with acetone (10×30 ml). The combined extracts were filtered trough a 0.5 cm layer of silica and the filtrate evaporated. ... Starting materials: C(C)(C)(C)[C@@H]1CC[C@H](CC1)NC(=O)C1=CC(=NN1CC1=CC=C(C(=O)OC)C=C1)C1=CC(=C(C(=C1)F)F)F (Methyl 4-{[5-{[(trans-4-tert-butylcyclohexyl)amino]carbonyl}-3-(3,4.5-trifluorophenyl)-1H-pyrazol-1-yl]methyl}benzoate), [OH-].[Na+] (NaOH). Run in C1CCOC1.CO (THF MeOH). Run at time 2 hour. Product: C(C)(C)(C)[C@@H]1CC[C@H](CC1)NC(=O)C1=CC(=NN1CC1=CC=C(C(=O)O)C=C1)C1=CC(=C(C(=C1)F)F)F (4-{[5-{[(trans-4-tert-butylcyclohexyl)amino]carbonyl}-3-(3,4,5-trifluorophenyl)-1H-pyrazol-1-yl]methyl}benzoic acid). As a reaction SMILES: [C:1]([C@H:5]1[CH2:10][CH2:9][C@H:8]([NH:11][C:12]([C:14]2[N:18]([CH2:19][C:20]3[CH:29]=[CH:28][C:23]([C:24]([O:26]C)=[O:25])=[CH:22][CH:21]=3)[N:17]=[C:16]([C:30]3[CH:35]=[C:34]([F:36])[C:33]([F:37])=[C:32]([F:38])[CH:31]=3)[CH:15]=2)=[O:13])[CH2:7][CH2:6]1)([CH3:4])([CH3:3])[CH3:2].[OH-].[Na+]>C1COCC1.CO>[C:1]([C@H:5]1[CH2:10][CH2:9][C@H:8]([NH:11][C:12]([C:14]2[N:18]([CH2:19][C:20]3[CH:29]=[CH:28][C:23]([C:24]([OH:26])=[O:25])=[CH:22][CH:21]=3)[N:17]=[C:16]([C:30]3[CH:31]=[C:32]([F:38])[C:33]([F:37])=[C:34]([F:36])[CH:35]=3)[CH:15]=2)=[O:13])[CH2:7][CH2:6]1)([CH3:4])([CH3:2])[CH3:3] |f:1.2,3.4|. Procedure: To a solution of the intermediate from step E (isomer A, 0.3 g, 0.56 mmol) in 10 ml of THF/MeOH was added 5 N NaOH (1 mL). The reaction was stirred at room temperature for 2 hours and concentrated in vacuo. The residue was acidified with 1N HCl (10 ml). The resulting mixture was extracted with ethyl acetate, dried over anhydrous Na2SO4 filtered and concentrated in vacuo. This material was used in the next step without any further purification. 1H NMR (CD3OD, 500 MHz): 8.26 (d, J=2.1 Hz, 1H), 7.9... Isolated yield 93.5%. Starting materials: NC1=C2C(C(=C(N(C2=C(C(=C1F)F)OC)C1CC1)C)C(=O)OCC)=O (ethyl 5-amino-1-cyclopropyl-6,7-difluoro-1,4-dihydro-8-methoxy-2-methyl-4-oxoquinoline-3-carboxylate), [OH-].[Na+] (NaOH). RXN SMILES: [NH2:1][C:2]1[C:11]([F:12])=[C:10]([F:13])[C:9]([O:14][CH3:15])=[C:8]2[C:3]=1[C:4](=[O:25])[C:5]([C:20]([O:22]CC)=[O:21])=[C:6]([CH3:19])[N:7]2[CH:16]1[CH2:18][CH2:17]1.[OH-].[Na+]>CCO>[NH2:1][C:2]1[C:11]([F:12])=[C:10]([F:13])[C:9]([O:14][CH3:15])=[C:8]2[C:3]=1[C:4](=[O:25])[C:5]([C:20]([OH:22])=[O:21])=[C:6]([CH3:19])[N:7]2[CH:16]1[CH2:17][CH2:18]1 |f:1.2|. Solvent: CCO (EtOH). Procedure details: A solution of ethyl 5-amino-1-cyclopropyl-6,7-difluoro-1,4-dihydro-8-methoxy-2-methyl-4-oxoquinoline-3-carboxylate (187 mg, 0.531 mmol) and 1M aq. NaOH (1 mL) in EtOH (3 mL) was stirred at 50° C. for 1 h. After the reaction mixture was concentrated in vacuo, the residue was dissolved in water and 2M HCl was added to pH<3. The resulting precipitate was collected by filtration in vacuo, washed with water and dried to yield 5-amino-1-cyclopropyl-6,7-difluoro-1,4-dihydro-8-methoxy-2-methyl-4-oxoquin... The product is NC1=C2C(C(=C(N(C2=C(C(=C1F)F)OC)C1CC1)C)C(=O)O)=O (5-amino-1-cyclopropyl-6,7-difluoro-1,4-dihydro-8-methoxy-2-methyl-4-oxoquinoline-3-carboxylic acid). The reactants are CCO, CCOC(C)=O, Cl, CCOC(=O)c1cc(-c2ccccc2)sc1Nc1ccccc1, [Na+], [OH-], O. Yields the product O=C(O)c1cc(-c2ccccc2)sc1Nc1ccccc1. As a reaction SMILES: [CH3:26][CH2:27][OH:28].[CH3:31][CH2:32][O:33][C:34](=[O:35])[CH3:36].[ClH:29].[NH:1]([c:2]1[cH:3][cH:4][cH:5][cH:6][cH:7]1)[c:8]1[s:9][c:10](-[c:18]2[cH:19][cH:20][cH:21][cH:22][cH:23]2)[cH:11][c:12]1[C:13](=[O:14])[O:15][CH2:16][CH3:17].[Na+:25].[OH-:24].[OH2:30]>>[NH:1]([c:2]1[cH:3][cH:4][cH:5][cH:6][cH:7]1)[c:8]1[s:9][c:10](-[c:18]2[cH:19][cH:20][cH:21][cH:22][cH:23]2)[cH:11][c:12]1[C:13](=[O:14])[OH:15]. Reactants: C(C)(=O)OCC (ethyl acetate), 4,5′-bis(diphenylphosphino)-9,9′-dimethylxanthene, ClC1=NC=C(C(=N1)N1CCCC1)C#CCCCN1C(C2=CC=CC=C2C1=O)=O (2-(5-(2-chloro-4-(pyrrolidin-1-yl)pyrimidin-5-yl)-4-pentyn-1-yl)isoindoline-1,3-dione), NC1=CC=C(C#N)C=C1 (4-aminobenzonitrile), C([O-])([O-])=O.[Cs+].[Cs+] (cesium carbonate). Reagents/catalysts: C=1C=CC(=CC1)/C=C/C(=O)/C=C/C2=CC=CC=C2.C=1C=CC(=CC1)/C=C/C(=O)/C=C/C2=CC=CC=C2.C=1C=CC(=CC1)/C=C/C(=O)/C=C/C2=CC=CC=C2.[Pd].[Pd] (tris(dibenzylideneacetone)dipalladium(0)). Solvent: O1CCOCC1 (1,4-dioxane). Reaction conditions: temperature 90 celsius, time 7 hour. Product: O=C1N(C(C2=CC=CC=C12)=O)CCCC#CC=1C(=NC(=NC1)NC1=CC=C(C#N)C=C1)N1CCCC1 (4-((5-(5-(1,3-dioxoisoindolin-2-yl)-1-pentyn-1-yl)-4-(pyrrolidin-1-yl)pyrimidin-2-yl)amino)benzonitrile). RXN SMILES: Cl[C:2]1[N:7]=[C:6]([N:8]2[CH2:12][CH2:11][CH2:10][CH2:9]2)[C:5]([C:13]#[C:14][CH2:15][CH2:16][CH2:17][N:18]2[C:26](=[O:27])[C:25]3[C:20](=[CH:21][CH:22]=[CH:23][CH:24]=3)[C:19]2=[O:28])=[CH:4][N:3]=1.[NH2:29][C:30]1[CH:37]=[CH:36][C:33]([C:34]#[N:35])=[CH:32][CH:31]=1.C(=O)([O-])[O-].[Cs+].[Cs+].C(OCC)(=O)C>O1CCOCC1.C1C=CC(/C=C/C(/C=C/C2C=CC=CC=2)=O)=CC=1.C1C=CC(/C=C/C(/C=C/C2C=CC=CC=2)=O)=CC=1.C1C=CC(/C=C/C(/C=C/C2C=CC=CC=2)=O)=CC=1.[Pd].[Pd]>[O:28]=[C:19]1[C:20]2[C:25](=[CH:24][CH:23]=[CH:22][CH:21]=2)[C:26](=[O:27])[N:18]1[CH2:17][CH2:16][CH2:15][C:14]#[C:13][C:5]1[C:6]([N:8]2[CH2:12][CH2:11][CH2:10][CH2:9]2)=[N:7][C:2]([NH:29][C:30]2[CH:37]=[CH:36][C:33]([C:34]#[N:35])=[CH:32][CH:31]=2)=[N:3][CH:4]=1 |f:2.3.4,7.8.9.10.11|. Reported procedure: To a solution of tris(dibenzylideneacetone)dipalladium(0) (835 mg) and 4,5′-bis(diphenylphosphino)-9,9′-dimethylxanthene (1.06 g) in 1,4-dioxane (125 mL), 2-(5-(2-chloro-4-(pyrrolidin-1-yl)pyrimidin-5-yl)-4-pentyn-1-yl)isoindoline-1,3-dione (H2, 3.60 g), 4-aminobenzonitrile (2.69 g) and cesium carbonate (8.90 g) were added at room temperature under a nitrogen atmosphere, and the mixture was stirred at 90° C. for 7 hours. The reaction mixture was cooled to room temperature, and then ethyl acetate... RXN SMILES: Br[C:2]1[CH:3]=[C:4]([CH:10]([OH:20])[CH2:11][CH2:12][NH:13][C:14](=[O:19])[C:15]([F:18])([F:17])[F:16])[CH:5]=[CH:6][C:7]=1[O:8][CH3:9].[C:21]([C:23]([OH:30])([CH2:27][CH2:28][CH3:29])[CH2:24][CH2:25][CH3:26])#[CH:22]>>[F:16][C:15]([F:18])([F:17])[C:14]([NH:13][CH2:12][CH2:11][CH:10]([OH:20])[C:4]1[CH:5]=[CH:6][C:7]([O:8][CH3:9])=[C:2]([C:22]#[C:21][C:23]([OH:30])([CH2:27][CH2:28][CH3:29])[CH2:24][CH2:25][CH3:26])[CH:3]=1)=[O:19]. The reactants are BrC=1C=C(C=CC1OC)C(CCNC(C(F)(F)F)=O)O (N-(3-(3-bromo-4-methoxyphenyl)-3-hydroxypropyl)-2,2,2-trifluoroacetamide), C(#C)C(CCC)(CCC)O (4-ethynylheptan-4-ol). Yields the product FC(C(=O)NCCC(C1=CC(=C(C=C1)OC)C#CC(CCC)(CCC)O)O)(F)F (2,2,2-trifluoro-N-(3-hydroxy-3-(3-(3-hydroxy-3-propylhex-1-ynyl)-4-methoxyphenyl)propyl)acetamide). Reported procedure: N-(3-(3-bromo-4-methoxyphenyl)-3-hydroxypropyl)-2,2,2-trifluoroacetamide was coupled with alkynol 20 following the procedure described in Example 10 to give 2,2,2-trifluoro-N-(3-hydroxy-3-(3-(3-hydroxy-3-propylhex-1-ynyl)-4-methoxyphenyl)propyl)acetamide as a yellow oil. Yield (0.92 g, 55%): 1H NMR (400 MHz, DMSO-d6) δ 9.31 (t, J=5.0 Hz, 1H), 7.24-7.21 (m, 2H), 6.95 (d, J=9.2 Hz, 1H), 5.25 (d, J=4.8 Hz, 1H), 5.05 (s, 1H), 4.51-4.47 (m, 1H), 3.75 (s, 3H), 3.24-3.17 (m, 2H), 1.77-1.72 (m, 2H), 1.6...